From a dataset of the Open Reaction Database (ORD), a public repository of structured organic reaction records. describe an organic reaction: reactants, conditions, products, and yield Reactants: CCOCC, ClCCl, CC12CCC(O)CC1CCC1C2CCC2(C)C(C=O)CCC12O. Yields the product CC12CCC(=O)CC1CCC1C2CCC2(C)C(C=O)CCC12O. RXN SMILES: [CH3:27][CH2:28][O:29][CH2:30][CH3:31].[Cl:24][CH2:25][Cl:26].[OH:1][CH:2]1[CH2:3][CH:4]2[CH2:5][CH2:6][CH:7]3[C:8]4([OH:23])[CH2:9][CH2:10][CH:11]([CH:21]=[O:22])[C:12]4([CH3:13])[CH2:14][CH2:15][CH:16]3[C:17]2([CH3:20])[CH2:18][CH2:19]1>>[O:1]=[C:2]1[CH2:3][CH:4]2[CH2:5][CH2:6][CH:7]3[C:8]4([OH:23])[CH2:9][CH2:10][CH:11]([CH:21]=[O:22])[C:12]4([CH3:13])[CH2:14][CH2:15][CH:16]3[C:17]2([CH3:20])[CH2:18][CH2:19]1. Reactants: ClCCl, CN1CCCCC1, CC(C)OC(=O)NC(C(=O)O)C(C)C, CC(C)COC(=O)Cl, CC(N)COCc1ccc(Cl)cc1, O. Product: CC(COCc1ccc(Cl)cc1)NC(=O)C(NC(=O)OC(C)C)C(C)C. As a reaction SMILES: [CH2:43]([Cl:44])[Cl:45].[CH3:1][N:2]1[CH2:3][CH2:4][CH2:5][CH2:6][CH2:7]1.[CH:8]([CH3:9])([CH3:10])[O:11][C:12](=[O:13])[NH:14][CH:15]([CH:16]([CH3:17])[CH3:18])[C:19](=[O:20])[OH:21].[Cl:22][C:23]([O:24][CH2:25][CH:26]([CH3:27])[CH3:28])=[O:29].[Cl:30][c:31]1[cH:32][cH:33][c:34]([CH2:35][O:36][CH2:37][CH:38]([CH3:39])[NH2:40])[cH:41][cH:42]1.[OH2:46]>>[CH:8]([CH3:9])([CH3:10])[O:11][C:12](=[O:13])[NH:14][CH:15]([CH:16]([CH3:17])[CH3:18])[C:19](=[O:21])[NH:40][CH:38]([CH2:37][O:36][CH2:35][c:34]1[cH:33][cH:32][c:31]([Cl:30])[cH:42][cH:41]1)[CH3:39]. Reactants: CC(=O)O[BH-](OC(C)=O)OC(C)=O, C=O, COc1ncccc1C(=O)NC1CNCCn2c1nc(-c1ccncn1)cc2=O, CC(Cl)Cl, [Na+], [Na], [OH]. The product is COc1ncccc1C(=O)NC1CN(C)CCn2c1nc(-c1ccncn1)cc2=O. Reaction SMILES: [C:32]([O:33][BH-:34]([O:35][C:36](=[O:37])[CH3:38])[O:39][C:40](=[O:41])[CH3:42])(=[O:43])[CH3:44].[CH2:30]=[O:31].[CH3:1][O:2][c:3]1[c:4]([C:5](=[O:6])[NH:7][CH:8]2[CH2:9][NH:10][CH2:11][CH2:12][n:13]3[c:14]2[n:15][c:16](-[c:20]2[n:21][cH:22][n:23][cH:24][cH:25]2)[cH:17][c:18]3=[O:19])[cH:26][cH:27][cH:28][n:29]1.[Cl:48][CH:49]([Cl:50])[CH3:51].[Na+:45].[Na:46].[OH:47]>>[CH3:1][O:2][c:3]1[c:4]([C:5](=[O:6])[NH:7][CH:8]2[CH2:9][N:10]([CH3:32])[CH2:11][CH2:12][n:13]3[c:14]2[n:15][c:16](-[c:20]2[n:21][cH:22][n:23][cH:24][cH:25]2)[cH:17][c:18]3=[O:19])[cH:26][cH:27][cH:28][n:29]1. Reactants: CCCCCCCCCCCCCCCCNc1ccc(C#CC(N)=O)cc1, Cl, O=S(Cl)Cl. Yields the product CCCCCCCCCCCCCCCCNc1ccc(C#CC#N)cc1. As a reaction SMILES: [CH2:1]([CH2:2][CH2:3][CH2:4][CH2:5][CH2:6][CH2:7][CH2:8][CH2:9][CH2:10][CH2:11][CH2:12][CH2:13][CH2:14][CH2:15][CH3:16])[NH:17][c:18]1[cH:19][cH:20][c:21]([C:24]#[C:25][C:26](=[O:27])[NH2:28])[cH:22][cH:23]1.[ClH:29].[S:30]([Cl:31])([Cl:32])=[O:33]>>[CH2:1]([CH2:2][CH2:3][CH2:4][CH2:5][CH2:6][CH2:7][CH2:8][CH2:9][CH2:10][CH2:11][CH2:12][CH2:13][CH2:14][CH2:15][CH3:16])[NH:17][c:18]1[cH:19][cH:20][c:21]([C:24]#[C:25][C:26]#[N:28])[cH:22][cH:23]1. Starting materials: BrCCCCCC(=O)OC(C)(C)C (t-butyl 6-bromohexanoate), ClC(C(=O)OC)=O (methyl chlorooxoacetate), C(#N)[Cu] (CuCN), [Li+].[Cl-] (LiCl), [Cl-].[NH4+] (ammonium chloride). Reagents/catalysts: [Zn] (zinc), [Zn] (zinc). Solvent: C1CCOC1 (THF). Run at time 15 hour. The product is C(C)(C)(C)OC(=O)CCCCCC(C(=O)OC)=O (Methyl 7-tert-Butoxycarbonyl-2-oxoheptanoate). Yield: 77.4%. Reaction SMILES: Br[CH2:2][CH2:3][CH2:4][CH2:5][CH2:6][C:7]([O:9][C:10]([CH3:13])([CH3:12])[CH3:11])=[O:8].C([Cu])#N.[Li+].[Cl-].Cl[C:20](=[O:25])[C:21]([O:23][CH3:24])=[O:22].[Cl-].[NH4+]>C1COCC1.[Zn]>[C:10]([O:9][C:7]([CH2:6][CH2:5][CH2:4][CH2:3][CH2:2][C:20](=[O:25])[C:21]([O:23][CH3:24])=[O:22])=[O:8])([CH3:13])([CH3:12])[CH3:11] |f:2.3,5.6|. Reported procedure: To a suspension of activated zinc (0.65 g, 10 mmol) in THF (20 ml) was added t-butyl 6-bromohexanoate (1.38 g, 5.5 mmol). The mixture was stirred at room temperature for 15 hours. The excess zinc was allowed to settle for 2 hours. The solution was then transferred to a pre-formed solution of CuCN (0.45 g, 10.7 mmol) and LiCl (0.45 g, 10.7 mmol) at −20° C. The resulting mixture was stirred at 0° C. for 5 minutes and cooled to −60° C., and methyl chlorooxoacetate (0.68 ml, 5.5 mmol) was added. The... As a reaction SMILES: Br[CH2:2][C:3]([OH:5])=[O:4].[C:6]1([C:12]([C:15]2[CH:20]=[CH:19][CH:18]=[CH:17][CH:16]=2)=[N+]=[N-])[CH:11]=[CH:10][CH:9]=[CH:8][CH:7]=1.[OH:21][N:22]1[C:26](=[O:27])[C:25]2=[CH:28][CH:29]=[CH:30][CH:31]=[C:24]2[C:23]1=[O:32].[Cl-].[Na+]>CO.C(OCC)(=O)C.CN(C)C=O.C(N(CC)CC)C>[C:26]1(=[O:27])[N:22]([O:21][CH2:2][C:3]([O:5][CH:12]([C:15]2[CH:20]=[CH:19][CH:18]=[CH:17][CH:16]=2)[C:6]2[CH:11]=[CH:10][CH:9]=[CH:8][CH:7]=2)=[O:4])[C:23](=[O:32])[C:24]2=[CH:31][CH:30]=[CH:29][CH:28]=[C:25]12 |f:3.4|. Procedure: Bromoacetic acid (10.45 g) was dissolved in methanol (30 ml). To the solution was added an equivalent volume of diphenyl diazomethane in ethyl acetate at 45° C., and the reaction mixture was stirred at the same temperature for an hour. The solution was washed with 5% aqueous sodium bicarbonate and a saturated aqueous sodium chloride, and then dried over magnesium sulfate. The solution was evaporated in vacuo to give an oily product. This oil was dissolved in N,N-dimethylformamide (60 ml). To the... The solvent is CN(C=O)C (N,N-dimethylformamide), C(C)(=O)OCC (ethyl acetate), CO (methanol), C(C)N(CC)CC (triethylamine). Starting materials: C1(=CC=CC=C1)C(=[N+]=[N-])C1=CC=CC=C1 (diphenyl diazomethane), BrCC(=O)O (Bromoacetic acid), resultant mixture, [Cl-].[Na+] (sodium chloride), ON1C(C=2C(C1=O)=CC=CC2)=O (N-hydroxyphthalimide). The product is C1(C=2C(C(N1OCC(=O)OC(C1=CC=CC=C1)C1=CC=CC=C1)=O)=CC=CC2)=O (benzhydryl 2-phthalimidooxyacetate). Starting materials: [Al+3], CCOC(=O)c1nc2c(NCc3c(C)cccc3C)cccn2c1C, [H-], [H-], [H-], [H-], [Li+], [Na+], C1CCOC1, [OH-], O. The product is Cc1cccc(C)c1CNc1cccn2c(C)c(CO)nc12. Reaction SMILES: [Al+3:27].[CH3:1][c:2]1[c:3]([CH2:4][NH:5][c:6]2[c:7]3[n:8]([cH:9][cH:10][cH:11]2)[c:12]([CH3:20])[c:13]([C:15](=[O:16])[O:17][CH2:18][CH3:19])[n:14]3)[c:21]([CH3:25])[cH:22][cH:23][cH:24]1.[H-:26].[H-:29].[H-:30].[H-:31].[Li+:28].[Na+:34].[O:35]1[CH2:36][CH2:37][CH2:38][CH2:39]1.[OH-:33].[OH2:32]>>[CH3:1][c:2]1[c:3]([CH2:4][NH:5][c:6]2[c:7]3[n:8]([cH:9][cH:10][cH:11]2)[c:12]([CH3:20])[c:13]([CH2:15][OH:16])[n:14]3)[c:21]([CH3:25])[cH:22][cH:23][cH:24]1. Run at time 8 hour. Reactants: O (water), C1(=CC=CC=C1)COC(=O)N1[C@@H](CCCC1)C(=O)O ((2S)-1-{[(Phenylmethyl)oxy]carbonyl}-2-piperidinecarboxylic acid), C(=O)([O-])[O-].[K+].[K+] (K2CO3). Yields the product OC[C@H]1N(CCCC1)C(=O)OCC1=CC=CC=C1 (phenylmethyl (2S)-2-(hydroxymethyl)-1-piperidinecarboxylate). Reaction SMILES: [C:1]1([CH2:7][O:8][C:9]([N:11]2[CH2:16][CH2:15][CH2:14][CH2:13][C@H:12]2[C:17](O)=[O:18])=[O:10])[CH:6]=[CH:5][CH:4]=[CH:3][CH:2]=1.O.C([O-])([O-])=O.[K+].[K+]>C1COCC1>[OH:18][CH2:17][C@@H:12]1[CH2:13][CH2:14][CH2:15][CH2:16][N:11]1[C:9]([O:8][CH2:7][C:1]1[CH:2]=[CH:3][CH:4]=[CH:5][CH:6]=1)=[O:10] |f:2.3.4|. Reported procedure: (2S)-1-{[(Phenylmethyl)oxy]carbonyl}-2-piperidinecarboxylic acid (1.0 g, 3.798 mmol) in THF (5 mL) was cooled to −18° C. and borane-THF complex (3.798 mL, 3.798 mmol) was added over 10 min. The mixture was allowed to warm to room temperature with stirring overnight, then cooled to 0° C., and water (4 mL) was added, followed by K2CO3 (1.4 g). The phases were separated, and the aqueous phase was extracted with Et2O (3×25 mL). The combined organic phase was washed with brine (1×25 mL) and dried ove... The yield is 86.1%. Run in C1CCOC1 (THF).